This data is from the Open Reaction Database (ORD), a public repository of structured organic reaction records. The task is: describe an organic reaction: reactants, conditions, products, and yield The reactants are CCc1cc(-c2c3ccccc3cc3oc(C)c(C)c23)cc(Br)c1OCCCC(=O)O, ClCCl, CN(C)C=O, CC#N, CCO, O=C(Cl)C(=O)Cl, N, O. Product: CCc1cc(-c2c3ccccc3cc3oc(C)c(C)c23)cc(Br)c1OCCCC(N)=O. As a reaction SMILES: [Br:1][c:2]1[c:3]([O:4][CH2:5][CH2:6][CH2:7][C:8](=[O:9])[OH:10])[c:11]([CH2:30][CH3:31])[cH:12][c:13](-[c:15]2[c:16]3[cH:17][cH:18][cH:19][cH:20][c:21]3[cH:22][c:23]3[o:24][c:25]([CH3:29])[c:26]([CH3:28])[c:27]23)[cH:14]1.[CH2:51]([Cl:52])[Cl:53].[CH3:38][N:39]([CH3:40])[CH:41]=[O:42].[CH3:44][C:45]#[N:46].[CH3:47][CH2:48][OH:49].[Cl:32][C:33]([C:34]([Cl:35])=[O:36])=[O:37].[NH3:43].[OH2:50]>>[Br:1][c:2]1[c:3]([O:4][CH2:5][CH2:6][CH2:7][C:8](=[O:9])[NH2:39])[c:11]([CH2:30][CH3:31])[cH:12][c:13](-[c:15]2[c:16]3[cH:17][cH:18][cH:19][cH:20][c:21]3[cH:22][c:23]3[o:24][c:25]([CH3:29])[c:26]([CH3:28])[c:27]23)[cH:14]1. Starting materials: CC(C)(C)c1ccc(C=CC(=O)O)cn1, Nc1ccc2[nH]c(CO)cc2c1. The product is CC(C)(C)c1ccc(C=CC(=O)Nc2ccc3[nH]c(CO)cc3c2)cn1. RXN SMILES: [C:1]([CH3:2])([CH3:3])([CH3:4])[c:5]1[cH:6][cH:7][c:8]([CH:11]=[CH:12][C:13](=[O:14])[OH:15])[cH:9][n:10]1.[NH2:16][c:17]1[cH:18][c:19]2[cH:20][c:21]([CH2:26][OH:27])[nH:22][c:23]2[cH:24][cH:25]1>>[C:1]([CH3:2])([CH3:3])([CH3:4])[c:5]1[cH:6][cH:7][c:8]([CH:11]=[CH:12][C:13](=[O:15])[NH:16][c:17]2[cH:18][c:19]3[cH:20][c:21]([CH2:26][OH:27])[nH:22][c:23]3[cH:24][cH:25]2)[cH:9][n:10]1. The reactants are [H-].[Na+] (NaH), C(C)OC(OCC)=O (diethylcarbonate), C(C)OC(OCC)=O (diethylcarbonate), CC1=CC(=C(C=C1)C(=O)C)O (2-hydroxy-4-methylacetophenone), [H-].[Na+] (NaH), Cl (HCl). Solvent: C1=CC=CC=C1 (benzene), C1=CC=CC=C1 (benzene), C1=CC=CC=C1 (benzene). Yields the product OC1=CC(OC2=CC(=CC=C12)C)=O (4-Hydroxy-7-methylcoumarin). The yield is 78.5%. As a reaction SMILES: [CH3:1][C:2]1[CH:7]=[CH:6][C:5]([C:8]([CH3:10])=[O:9])=[C:4]([OH:11])[CH:3]=1.[H-].[Na+].[CH2:14]([O:16]C(=O)OCC)C.Cl>C1C=CC=CC=1>[OH:9][C:8]1[C:5]2[C:4](=[CH:3][C:2]([CH3:1])=[CH:7][CH:6]=2)[O:11][C:14](=[O:16])[CH:10]=1 |f:1.2|. Procedure: A solution of 42 g (0.28 mol) of 2-hydroxy-4-methylacetophenone in benzene (150 mL) was added over 30 min. to a suspension of NaH (50% oil), 30 g, 0.63 mol) in 400 mL of benzene at reflux. Then, diethylcarbonate (67.8 mL, 0.56 mol) in benzene (500 mL) was added over 15 min. The reaction mixture was refluxed for 16 s h and more NaH (13 g, 0.28 mol) was added followed by more diethylcarbonate (33 g, 0.28 mol). After another 6 h at reflux the reaction mixture was cooled to r.t. and HCl (2N) was add... Reactants: C(C1=CC=CC=C1)(=O)N1C(C=CC2=CC=CC=C12)C#N (1-(Benzoyl)-1,2-dihydro-quinoline-2-carbonitrile), OO (Hydrogen peroxide), solution, C([O-])(O)=O.[Na+] (sodium bicarbonate). Solvent: CC(=O)C (acetone). Reaction conditions: time 30 minute. Yields the product C(C1=CC=CC=C1)(=O)N1C(C=CC2=CC=CC=C12)C(=O)N (1-(Benzoyl)-1,2-dihydro-quinoline-2-carboxylic acid amide). Isolated yield 55.0%. RXN SMILES: [C:1]([N:9]1[C:18]2[C:13](=[CH:14][CH:15]=[CH:16][CH:17]=2)[CH:12]=[CH:11][CH:10]1[C:19]#[N:20])(=[O:8])[C:2]1[CH:7]=[CH:6][CH:5]=[CH:4][CH:3]=1.C(=O)(O)[O-:22].[Na+].OO>CC(C)=O>[C:1]([N:9]1[C:18]2[C:13](=[CH:14][CH:15]=[CH:16][CH:17]=2)[CH:12]=[CH:11][CH:10]1[C:19]([NH2:20])=[O:22])(=[O:8])[C:2]1[CH:3]=[CH:4][CH:5]=[CH:6][CH:7]=1 |f:1.2|. Procedure: 1-(Benzoyl)-1,2-dihydro-quinoline-2-carbonitrile (26.0 g) was dissolved in acetone (500 mL). Solid sodium bicarbonate (15 g) was added. The mixture was stirred for 30 minutes. 30% Hydrogen peroxide solution (250 mL of a 30% solution) was added drop-wise. After stirring for 4 hours, the acetone was evaporated under vacuum. The residue was acidified with 1N HCl. The precipitate was collected, washed with water and air dried. The solid was slurried in ether then filtered. The title compound (15.3 g... Starting materials: [H-].[Na+] (sodium hydride), BrCCCCN1C(C=2C(C1=O)=CC=CC2)=O (N-(4-bromobutyl)-phthalimide), CO (methanol), C1(=CC=CC=C1)C=1N=CNC1C1=CC=CC=C1 (4,5-diphenylimidazole). Solvent: CN(C)C=O (DMF), CN(C)C=O (DMF). Reaction conditions: time 4 hour. The product is C1(=CC=CC=C1)C=1N=CN(C1C1=CC=CC=C1)CCCCN1C(C2=CC=CC=C2C1=O)=O (2-[4-(4,5-diphenylimidazol-1-yl)-butyl]-isoindol-1,3-dione). As a reaction SMILES: [H-].[Na+].[C:3]1([C:9]2[N:10]=[CH:11][NH:12][C:13]=2[C:14]2[CH:19]=[CH:18][CH:17]=[CH:16][CH:15]=2)[CH:8]=[CH:7][CH:6]=[CH:5][CH:4]=1.Br[CH2:21][CH2:22][CH2:23][CH2:24][N:25]1[C:29](=[O:30])[C:28]2=[CH:31][CH:32]=[CH:33][CH:34]=[C:27]2[C:26]1=[O:35].CO>CN(C=O)C>[C:3]1([C:9]2[N:10]=[CH:11][N:12]([CH2:21][CH2:22][CH2:23][CH2:24][N:25]3[C:29](=[O:30])[C:28]4[C:27](=[CH:34][CH:33]=[CH:32][CH:31]=4)[C:26]3=[O:35])[C:13]=2[C:14]2[CH:15]=[CH:16][CH:17]=[CH:18][CH:19]=2)[CH:8]=[CH:7][CH:6]=[CH:5][CH:4]=1 |f:0.1|. Procedure details: 1.7 g (70.8 mmol) sodium hydride are placed in 130 ml DMF and 1.0 g (54.5 mmol) 4,5-diphenylimidazole are added under cooling. The suspension is stirred for four hours at RT and, subsequently, 15.4 g (54.5 mmol) N-(4-bromobutyl)-phthalimide dissolved in DMF is added dropwise under cooling. After complete addition, the reaction mixture is stirred for 12 hours at RT, 18 ml methanol are carefully added dropwise and the suspension is filtered. The filtrate is concentrated under vacuum and the residu... Reactants: OC(C#C)(CC)CC (3-hydroxy-3-ethyl-1-pentyne), C(CCC)[Li] (n-butyl-lithium), BrBr (bromine), CCOCC (ether). The solvent is C1CCOC1 (THF), C1CCOC1 (THF), O (water). Run at temperature -40 celsius, time 30 minute. Product: BrC#CC(CC)(CC)O (1-Bromo-3-hydroxy-3-ethyl-pentyne). Reaction SMILES: [OH:1][C:2]([CH2:7][CH3:8])([CH2:5][CH3:6])[C:3]#[CH:4].C([Li])CCC.[Br:14]Br.CCOCC>C1COCC1.O>[Br:14][C:4]#[C:3][C:2]([OH:1])([CH2:7][CH3:8])[CH2:5][CH3:6]. Procedure: To a solution of 3-hydroxy-3-ethyl-1-pentyne (20 mmol) in dry THF (40 ml) at room temperature was added n-butyl-lithium (42 mmol, 1.6M in hexanes) during 10 minutes. After stirring for 30 minutes, the solution was cooled to −40° C. and a solution of bromine (1.13 ml, 3.52 g, 22 mmol) in dry THF (20 ml), also cooled to −40° C., was added, during 20 minutes, followed by re-heating to 25° C., during about 1 hour. Standard work-up after addition of ether and water (chromatography: 0% to 10% ether in... Reactants: C(C)OC(CC(=O)[C@H]1CN(CCC1)C([C@H](C)NC(=O)C1=CN=C2N1[C@@](C(N2C2=CC(=CC(=C2)Cl)Cl)=O)(CC2=CC=C(C=C2)OC(F)(F)F)C)=O)=O (3-[(R)-1-((S)-2-{[(R)-7-(3,5-dichloro-phenyl)-5-methyl-6-oxo-5-(4-trifluoromethoxy-benzyl)-6,7-dihydro-5H-imidazo[1,2-a]imidazole-3-carbonyl]-amino}-propionyl)-piperidin-3-yl]-3-oxo-propionic acid ethyl ester), NN (hydrazine). Solvent: C(C)O (ethanol). Run at time 1.5 hour. Yields the product ClC=1C=C(C=C(C1)Cl)N1C=2N([C@@](C1=O)(CC1=CC=C(C=C1)OC(F)(F)F)C)C(=CN2)C(=O)NC(C(=O)N2C[C@@H](CCC2)C2=CC(=NN2)O)C ((3R)-1-(3,5-dichlorophenyl)-N-{2-[(3R)-3-(3-hydroxy-1H-pyrazol-5-yl)piperidin-1-yl]-1-methyl-2-oxoethyl}-3-methyl-2-oxo-3-[4-(trifluoromethoxy)-benzyl]-2,3-dihydro-1H-imidazo[1,2-a]imidazole-5-carboxamide). The yield is 74.9%. RXN SMILES: C(O[C:4](=[O:51])[CH2:5][C:6]([C@@H:8]1[CH2:13][CH2:12][CH2:11][N:10]([C:14](=[O:50])[C@@H:15]([NH:17][C:18]([C:20]2[N:24]3[C@:25]([CH3:49])([CH2:37][C:38]4[CH:43]=[CH:42][C:41]([O:44][C:45]([F:48])([F:47])[F:46])=[CH:40][CH:39]=4)[C:26](=[O:36])[N:27]([C:28]4[CH:33]=[C:32]([Cl:34])[CH:31]=[C:30]([Cl:35])[CH:29]=4)[C:23]3=[N:22][CH:21]=2)=[O:19])[CH3:16])[CH2:9]1)=O)C.[NH2:52][NH2:53]>C(O)C>[Cl:34][C:32]1[CH:33]=[C:28]([N:27]2[C:26](=[O:36])[C@@:25]([CH3:49])([CH2:37][C:38]3[CH:39]=[CH:40][C:41]([O:44][C:45]([F:48])([F:47])[F:46])=[CH:42][CH:43]=3)[N:24]3[C:20]([C:18]([NH:17][CH:15]([CH3:16])[C:14]([N:10]4[CH2:11][CH2:12][CH2:13][C@@H:8]([C:6]5[NH:53][N:52]=[C:4]([OH:51])[CH:5]=5)[CH2:9]4)=[O:50])=[O:19])=[CH:21][N:22]=[C:23]23)[CH:29]=[C:30]([Cl:35])[CH:31]=1. Procedure: To a solution of 3-[(R)-1-((S)-2-{[(R)-7-(3,5-dichloro-phenyl)-5-methyl-6-oxo-5-(4-trifluoromethoxy-benzyl)-6,7-dihydro-5H-imidazo[1,2-a]imidazole-3-carbonyl]-amino}-propionyl)-piperidin-3-yl]-3-oxo-propionic acid ethyl ester (40 mg, 0.05 mmol) in ethanol (2 mL) was added hydrazine (8.5 μL, 0.26 mmol). The reaction mixture was stirred at room temperature for 1.5 h. The solvent was evaporated in vacuo, and the residue was purified using reverse phase HPLC to afford the title compound (27 mg, 71%)... Reactants: CC(C)CCc1cncc(C#N)c1, COC(=O)c1cc(CN=[N+]=[N-])cc(N(C)S(C)(=O)=O)c1. Product: COC(=O)c1cc(CN)cc(N(C)S(C)(=O)=O)c1. As a reaction SMILES: [C:21]([c:22]1[cH:23][n:24][cH:25][c:26]([CH2:27][CH2:28][CH:29]([CH3:30])[CH3:31])[cH:32]1)#[N:33].[N:1](=[N+:2]=[N-:3])[CH2:4][c:5]1[cH:6][c:7]([C:8](=[O:9])[O:10][CH3:11])[cH:12][c:13]([N:15]([S:16](=[O:17])(=[O:18])[CH3:19])[CH3:20])[cH:14]1>>[NH2:1][CH2:4][c:5]1[cH:6][c:7]([C:8](=[O:9])[O:10][CH3:11])[cH:12][c:13]([N:15]([S:16](=[O:17])(=[O:18])[CH3:19])[CH3:20])[cH:14]1. Reactants: BrC1=CC=C(C=N1)O[C@H]1C(NCC1)=O ((R)-3-(6-bromo-pyridin-3-yloxy)-pyrrolidin-2-one), C(C)[S-].[Li+] (lithium ethanethiolate). The product is C(C)SC1=CC=C(C=N1)O[C@H]1C(NCC1)=O ((R)-3-(6-Ethylsulfanyl-pyridin-3-yloxy)-pyrrolidin-2-one). As a reaction SMILES: Br[C:2]1[N:7]=[CH:6][C:5]([O:8][C@@H:9]2[CH2:13][CH2:12][NH:11][C:10]2=[O:14])=[CH:4][CH:3]=1.[CH2:15]([S-:17])[CH3:16].[Li+]>>[CH2:15]([S:17][C:2]1[N:7]=[CH:6][C:5]([O:8][C@@H:9]2[CH2:13][CH2:12][NH:11][C:10]2=[O:14])=[CH:4][CH:3]=1)[CH3:16] |f:1.2|. Procedure: Typical Procedure 8 was followed. Reaction of (R)-3-(6-bromo-pyridin-3-yloxy)-pyrrolidin-2-one with lithium ethanethiolate provided the title compound. MS ESI+: m/z=239 [M+H]+. Reactants: O=Cc1cc(Br)ccc1O, CS(=O)[O-], CN1CCCC1=O, CCOC(C)=O, [Cu]I, [Na+]. The product is CS(=O)(=O)c1ccc(O)c(C=O)c1. RXN SMILES: [Br:1][c:2]1[cH:3][cH:4][c:5]([OH:10])[c:6]([CH:7]=[O:8])[cH:9]1.[CH3:11][S:12](=[O:13])[O-:14].[CH3:16][N:17]1[CH2:18][CH2:19][CH2:20][C:21]1=[O:22].[CH3:23][CH2:24][O:25][C:26]([CH3:27])=[O:28].[Cu:29][I:30].[Na+:15]>>[c:2]1([S:12]([CH3:11])(=[O:13])=[O:14])[cH:3][cH:4][c:5]([OH:10])[c:6]([CH:7]=[O:8])[cH:9]1.